Dataset: the Open Reaction Database (ORD), a public repository of structured organic reaction records. Task: describe an organic reaction: reactants, conditions, products, and yield Reaction SMILES: [CH3:1][O:2][C:3]([c:4]1[c:5]([Cl:16])[n:6][c:7]([CH2:10][N:11]([CH:12]=[O:13])[CH:14]=[O:15])[cH:8][cH:9]1)=[O:17].[CH3:22][OH:23].[CH:19]([OH:20])=[O:21].[OH2:18]>>[CH3:1][O:2][C:3]([c:4]1[c:5]([Cl:16])[n:6][c:7]([CH2:10][NH:11][CH:12]=[O:13])[cH:8][cH:9]1)=[O:17]. Reactants: COC(=O)c1ccc(CN(C=O)C=O)nc1Cl, CO, O=CO, O. Product: COC(=O)c1ccc(CNC=O)nc1Cl.